The task is: describe an organic reaction: reactants, conditions, products, and yield. This data is from the Open Reaction Database (ORD), a public repository of structured organic reaction records. The reactants are [NH4+].[OH-] (NH4OH), FC1=CC(=C(N)C=C1)OC (4-Fluoro-2-methoxyaniline), OS(=O)(=O)O (H2SO4), [N+](=O)([O-])[O-].[K+] (KNO3). The product is FC1=CC(=C(N)C=C1[N+](=O)[O-])OC (4-Fluoro-2-methoxy-5-nitroaniline). The yield is 77.4%. RXN SMILES: [F:1][C:2]1[CH:8]=[CH:7][C:5]([NH2:6])=[C:4]([O:9][CH3:10])[CH:3]=1.OS(O)(=O)=O.[N+:16]([O-])([O-:18])=[O:17].[K+].[NH4+].[OH-]>>[F:1][C:2]1[C:8]([N+:16]([O-:18])=[O:17])=[CH:7][C:5]([NH2:6])=[C:4]([O:9][CH3:10])[CH:3]=1 |f:2.3,4.5|. Procedure details: 4-Fluoro-2-methoxyaniline (2.4 g, 17.00 mmol) was added portionwise to concentrated H2SO4 (15 mL) which was cooled in a ice/water bath, and where the temperature was kept below 15° C. during the addition. The mixture was stirred until all the solid that formed had dissolved. KNO3 (0.815 mL, 17.00 mmol) was added portionwise such that the temperature was maintained below 10° C. The mixture was stirred overnight and then poured onto ice/water. The mixture was basified with concentrated NH4OH. The ... Product: CC1=CC(=O)CC(C1(/C=C/C(=C\C(=O)O)/C)O)(C)C (abscisic acid). Reactants: CC1=CC(=O)CC([C@]1(/C=C/C(=C\C(=O)O)/C)O)(C)C ((S)-(+)-Abscisic acid), N (ammonia), C(\C=C\C=C\C)(=O)[O-].[K+] (potassium sorbate), Tween 20, [OH-].[K+] (potassium hydroxide). Procedure details: (S)-(+)-Abscisic acid (2.64 g of 95% purity) was suspended in 15 mL of deionized water containing 50 mg of Tween 20. One quarter of the theoretical amount of potassium hydroxide (250 microL of 10.0 molar aqueous solution) was added. The remainder of the neutralization was then carried out with concentrated aqueous ammonia solution, to give a clear solution of pH 7.1. Preservative (63 mg of potassium sorbate) was added, and it quickly dissolved. The solution was made up to 25 mL final volume to g... Run in O (water). As a reaction SMILES: [CH3:1][C:2]1[C@:8]([OH:17])(/[CH:9]=[CH:10]/[C:11](/[CH3:16])=[CH:12]\[C:13]([OH:15])=[O:14])[C:7]([CH3:19])([CH3:18])[CH2:6][C:4](=[O:5])[CH:3]=1.[OH-].[K+].N.C([O-])(=O)/C=C/C=C/C.[K+]>O>[CH3:1][C:2]1[C:8]([OH:17])(/[CH:9]=[CH:10]/[C:11](/[CH3:16])=[CH:12]\[C:13]([OH:15])=[O:14])[C:7]([CH3:19])([CH3:18])[CH2:6][C:4](=[O:5])[CH:3]=1 |f:1.2,4.5|. Starting materials: ClCCl, O=C(Cl)c1cccc2c1Cc1ccccc1-2, c1ccncc1, Nc1cccc(-c2cncnc2)c1. Yields the product O=C(Nc1cccc(-c2cncnc2)c1)c1cccc2c1Cc1ccccc1-2. RXN SMILES: [Cl:36][CH2:37][Cl:38].[c:20]1([C:33](=[O:34])[Cl:35])[cH:21][cH:22][cH:23][c:24]2[c:32]1[CH2:31][c:30]1[c:25]-2[cH:26][cH:27][cH:28][cH:29]1.[cH:14]1[cH:15][cH:16][n:17][cH:18][cH:19]1.[n:1]1[cH:2][n:3][cH:4][c:5](-[c:7]2[cH:8][c:9]([NH2:10])[cH:11][cH:12][cH:13]2)[cH:6]1>>[n:1]1[cH:2][n:3][cH:4][c:5](-[c:7]2[cH:8][c:9]([NH:10][C:33]([c:20]3[cH:21][cH:22][cH:23][c:24]4[c:32]3[CH2:31][c:30]3[c:25]-4[cH:26][cH:27][cH:28][cH:29]3)=[O:34])[cH:11][cH:12][cH:13]2)[cH:6]1. Reactants: CC#N, CCO, CCOC(=O)c1ccc(C#Cc2ccc(C3(OC(C)C)CC3)c(CC)c2)cc1, [Na+], C1CCOC1, [OH-], O. The product is CCc1cc(C#Cc2ccc(C(=O)O)cc2)ccc1C1(OC(C)C)CC1. As a reaction SMILES: [CH3:32][C:33]#[N:34].[CH3:35][CH2:36][OH:37].[CH:1]([CH3:2])([CH3:3])[O:4][C:5]1([c:8]2[c:9]([CH2:27][CH3:28])[cH:10][c:11]([C:14]#[C:15][c:16]3[cH:17][cH:18][c:19]([C:20](=[O:21])[O:22][CH2:23][CH3:24])[cH:25][cH:26]3)[cH:12][cH:13]2)[CH2:6][CH2:7]1.[Na+:30].[O:38]1[CH2:39][CH2:40][CH2:41][CH2:42]1.[OH-:29].[OH2:31]>>[CH:1]([CH3:2])([CH3:3])[O:4][C:5]1([c:8]2[c:9]([CH2:27][CH3:28])[cH:10][c:11]([C:14]#[C:15][c:16]3[cH:17][cH:18][c:19]([C:20](=[O:21])[OH:22])[cH:25][cH:26]3)[cH:12][cH:13]2)[CH2:6][CH2:7]1. The reactants are N1(N=CN=C1)CCO (2-(1H-1,2,4-triazol-1-yl)ethanol), C(C)(C)NC(=O)[C@@H]1CC[C@@H](CC1)NC1=CC(=NC=C1[N+](=O)[O-])OCCOC (cis-N-isopropyl-4-(2-(2-methoxyethoxy)-5-nitropyridin-4-ylamino)cyclohexanecarboxamide). Product: N1(N=CN=C1)CCOC1=NC=C(C(=C1)N[C@H]1CC[C@H](CC1)C(=O)NC(C)C)[N+](=O)[O-] (cis-4-(2-(2-(1H-1,2,4-triazol-1-yl)ethoxy)-5-nitropyridin-4-ylamino)-N-isopropylcyclohexanecarboxamide). Reaction SMILES: [N:1]1([CH2:6][CH2:7][OH:8])[CH:5]=[N:4][CH:3]=[N:2]1.[CH:9]([NH:12][C:13]([C@H:15]1[CH2:20][CH2:19][C@@H:18]([NH:21][C:22]2[C:27]([N+:28]([O-:30])=[O:29])=[CH:26][N:25]=[C:24](OCCOC)[CH:23]=2)[CH2:17][CH2:16]1)=[O:14])([CH3:11])[CH3:10]>>[N:1]1([CH2:6][CH2:7][O:8][C:24]2[CH:23]=[C:22]([NH:21][C@@H:18]3[CH2:19][CH2:20][C@H:15]([C:13]([NH:12][CH:9]([CH3:11])[CH3:10])=[O:14])[CH2:16][CH2:17]3)[C:27]([N+:28]([O-:30])=[O:29])=[CH:26][N:25]=2)[CH:5]=[N:4][CH:3]=[N:2]1. Procedure details: Intermediate cis-4-(2-(2-(1H-1,2,4-triazol-1-yl)ethoxy)-5-nitropyridin-4-ylamino)-N-isopropylcyclohexanecarboxamide was prepared in 2 steps from 2-(1H-1,2,4-triazol-1-yl)ethanol using a procedure analogous to that used to prepare cis-N-isopropyl-4-(2-(2-methoxyethoxy)-5-nitropyridin-4-ylamino)cyclohexanecarboxamide (104 mg). Reactants: CC(=O)N1CCN(c2ccc3nc(N)c(C#N)c(Cl)c3c2)CC1, NCc1ccccc1, O. Yields the product CC(=O)N1CCN(c2ccc3nc(N)c(C#N)c(NCc4ccccc4)c3c2)CC1. RXN SMILES: [NH2:1][c:2]1[n:3][c:4]2[cH:5][cH:6][c:7]([N:15]3[CH2:16][CH2:17][N:18]([C:21]([CH3:22])=[O:23])[CH2:19][CH2:20]3)[cH:8][c:9]2[c:10]([Cl:14])[c:11]1[C:12]#[N:13].[NH2:24][CH2:25][c:26]1[cH:27][cH:28][cH:29][cH:30][cH:31]1.[OH2:32]>>[NH2:1][c:2]1[n:3][c:4]2[cH:5][cH:6][c:7]([N:15]3[CH2:16][CH2:17][N:18]([C:21]([CH3:22])=[O:23])[CH2:19][CH2:20]3)[cH:8][c:9]2[c:10]([NH:24][CH2:25][c:26]2[cH:27][cH:28][cH:29][cH:30][cH:31]2)[c:11]1[C:12]#[N:13]. Starting materials: CN(C=CC(=O)C1=COC=C1)C (3-dimethylamino-1-(3-furyl)-2-propen-1-one), NC1=NNC=C1Br (3-amino-4-bromopyrazole). Run in C(C)(=O)O (acetic acid). Product: BrC=1C=NN2C1N=CC=C2C2=COC=C2 (3-Bromo-7-(3-furyl)pyrazolo[1,5-a]pyrimidine). RXN SMILES: C[N:2]([CH3:12])[CH:3]=[CH:4][C:5]([C:7]1[CH:11]=[CH:10][O:9][CH:8]=1)=O.NC1[C:18]([Br:19])=[CH:17][NH:16][N:15]=1>C(O)(=O)C>[Br:19][C:18]1[CH:17]=[N:16][N:15]2[C:5]([C:7]3[CH:11]=[CH:10][O:9][CH:8]=3)=[CH:4][CH:3]=[N:2][C:12]=12. Procedure details: A mixture of 0.01 mole of 3-dimethylamino-1-(3-furyl)-2-propen-1-one and 0.01 mole of 3-amino-4-bromopyrazole in glacial acetic acid is heated at reflux temperature for 6 hours. The solvent is removed to give the product of the example. As a reaction SMILES: [Br-:21].[CH2:14]([C:15]#[C:16][CH2:17][C:18]#[CH:19])[OH:20].[CH2:22]([Mg+:23])[CH3:24].[Cl-:25].[Cl-:38].[I:26][CH2:27][C:28]#[C:29][CH2:30][O:31][c:32]1[cH:33][cH:34][cH:35][cH:36][cH:37]1.[NH4+:39].[O:1]1[CH:2]([O:7][CH:8]2[O:9][CH2:10][CH2:11][CH2:12][CH2:13]2)[CH2:3][CH2:4][CH2:5][CH2:6]1.[O:40]1[CH2:41][CH2:42][CH2:43][CH2:44]1>>[CH2:14]([C:15]#[C:16][CH2:17][C:18]#[C:19][CH2:27][C:28]#[C:29][CH2:30][O:31][c:32]1[cH:33][cH:34][cH:35][cH:36][cH:37]1)[OH:20].[O:1]1[CH:2]([O:7][CH:8]2[O:9][CH2:10][CH2:11][CH2:12][CH2:13]2)[CH2:3][CH2:4][CH2:5][CH2:6]1. The product is OCC#CCC#CCC#CCOc1ccccc1, C1CCC(OC2CCCCO2)OC1. Reactants: [Br-], C#CCC#CCO, CC[Mg+], [Cl-], [Cl-], ICC#CCOc1ccccc1, [NH4+], C1CCC(OC2CCCCO2)OC1, C1CCOC1.